Dataset: the Open Reaction Database (ORD), a public repository of structured organic reaction records. Task: describe an organic reaction: reactants, conditions, products, and yield Starting materials: ClC=1C=C(CC(C(C)N2C(C=3C(C2=O)=CC=CC3)=O)CO[Si](C)(C)C(C)(C)C)C=CC1Cl (N-{(1RS, 2SR)-2-(3,4-dichlorobenzyl)-3-(tert-butyldimethylsilyloxy)-1-methylpropyl}phthalimide), [F-].C(CCC)[N+](CCCC)(CCCC)CCCC (tetrabutylammonium fluoride). The solvent is O1CCCC1 (tetrahydrofuran), O1CCCC1 (tetrahydrofuran). Conditions: time 8 hour. Product: ClC=1C=C(CC(C(C)N2C(C=3C(C2=O)=CC=CC3)=O)CO)C=CC1Cl (N-{(1RS, 2SR)-2-(3,4-dichlorobenzyl)-3-hydroxy-1-methylpropyl}phthalimide). Isolated yield 47.5%. Reaction SMILES: [Cl:1][C:2]1[CH:3]=[C:4]([CH:29]=[CH:30][C:31]=1[Cl:32])[CH2:5][CH:6]([CH2:20][O:21][Si](C(C)(C)C)(C)C)[CH:7]([N:9]1[C:13](=[O:14])[C:12]2=[CH:15][CH:16]=[CH:17][CH:18]=[C:11]2[C:10]1=[O:19])[CH3:8].[F-].C([N+](CCCC)(CCCC)CCCC)CCC>O1CCCC1>[Cl:1][C:2]1[CH:3]=[C:4]([CH:29]=[CH:30][C:31]=1[Cl:32])[CH2:5][CH:6]([CH2:20][OH:21])[CH:7]([N:9]1[C:10](=[O:19])[C:11]2=[CH:18][CH:17]=[CH:16][CH:15]=[C:12]2[C:13]1=[O:14])[CH3:8] |f:1.2|. Procedure details: 1.07 g of the phthalimide compound thus obtained was dissolved in 15 ml of tetrahydrofuran, and 2.6 ml of a 1M tetrahydrofuran solution of tetrabutylammonium fluoride was added thereto. The mixture was stirred at room temperature overnight. The reaction solution was evaporated to dryness under reduced pressure. Then, the residue was dissolved in a liquid mixture of water and ethyl ether. The organic layer was collected by separation and then dried over anhydrous magnesium sulfate. The drying age... Reactants: ClC=1C(=NC=C(C1)Cl)OC=1C=CC(=NC1)OC (5-(3,5-dichloro-pyridin-2-yloxy)-2-methoxy-pyridine), Cl.N1=CC=CC=C1 (pyridine hydrochloride). The solvent is O (water), O (water), ClCCl (dichloromethane), ClCCl (dichloromethane). Reaction conditions: temperature 200 celsius. Yields the product ClC=1C(=NC=C(C1)Cl)OC=1C=CC(=NC1)O (5-(3,5-Dichloro-pyridin-2-yloxy)-pyridin-2-ol). Reaction SMILES: [Cl:1][C:2]1[C:3]([O:9][C:10]2[CH:11]=[CH:12][C:13]([O:16]C)=[N:14][CH:15]=2)=[N:4][CH:5]=[C:6]([Cl:8])[CH:7]=1.Cl.N1C=CC=CC=1>ClCCl.O>[Cl:1][C:2]1[C:3]([O:9][C:10]2[CH:11]=[CH:12][C:13]([OH:16])=[N:14][CH:15]=2)=[N:4][CH:5]=[C:6]([Cl:8])[CH:7]=1 |f:1.2|. Reported procedure: A mixture of 5-(3,5-dichloro-pyridin-2-yloxy)-2-methoxy-pyridine (2.39 g, 8.82 mmol) and pyridine hydrochloride (7.00 g, 60.6 mmol) was heated in a kugelrohr apparatus at 200° C. for 25 minutes. After cooling to room temperature dichloromethane and water were added. The solid material, which was insoluble in dichloromethane and water, was isolated by suction and dried in a vacuum oven at 45° C., yielding the title compound, which was used without further purification. Reactants: CCOC(=O)c1cc(NC(=O)OC(C)(C)C)cs1, ClCCl, O=C1CCC(=O)N1Br. The product is CCOC(=O)c1cc(NC(=O)OC(C)(C)C)c(Br)s1. Reaction SMILES: [C:1]([CH3:2])([CH3:3])([CH3:4])[O:5][C:6](=[O:7])[NH:8][c:9]1[cH:10][c:11]([C:14](=[O:15])[O:16][CH2:17][CH3:18])[s:12][cH:13]1.[Cl:27][CH2:28][Cl:29].[O:19]=[C:20]1[N:21]([Br:26])[C:22](=[O:23])[CH2:24][CH2:25]1>>[C:1]([CH3:2])([CH3:3])([CH3:4])[O:5][C:6](=[O:7])[NH:8][c:9]1[cH:10][c:11]([C:14](=[O:15])[O:16][CH2:17][CH3:18])[s:12][c:13]1[Br:26]. Procedure: 5-(3-(Piperidinomethyl)phenoxy]pentylamine (0.8 g) and 2-chlorobenzthiazole (0.53 g) were fused at 140° C. for 3 hours. The cooled residue was subjected to medium pressure column chromatography on silica using ethyl acetate as eluant to give the title compound as an oil. This was converted to 2-[5-[3-piperidinomethyl)phenoxy]pentylamino]benzthiazole dihydrochloride (0.18 g), m.p. 140°-145° C. (recrystallised from ethanol/ether). Run in C(C)(=O)OCC (ethyl acetate). Reaction SMILES: [N:1]1([CH2:7][C:8]2[CH:9]=[C:10]([CH:18]=[CH:19][CH:20]=2)[O:11][CH2:12][CH2:13][CH2:14][CH2:15][CH2:16][NH2:17])[CH2:6][CH2:5][CH2:4][CH2:3][CH2:2]1.Cl[C:22]1[S:23][C:24]2[CH:30]=[CH:29][CH:28]=[CH:27][C:25]=2[N:26]=1>C(OCC)(=O)C>[N:1]1([CH2:7][C:8]2[CH:9]=[C:10]([CH:18]=[CH:19][CH:20]=2)[O:11][CH2:12][CH2:13][CH2:14][CH2:15][CH2:16][NH:17][C:22]2[S:23][C:24]3[CH:30]=[CH:29][CH:28]=[CH:27][C:25]=3[N:26]=2)[CH2:6][CH2:5][CH2:4][CH2:3][CH2:2]1. Starting materials: N1(CCCCC1)CC=1C=C(OCCCCCN)C=CC1 (5-(3-(Piperidinomethyl)phenoxy]pentylamine), ClC=1SC2=C(N1)C=CC=C2 (2-chlorobenzthiazole). Product: N1(CCCCC1)CC=1C=C(OCCCCCNC=2SC3=C(N2)C=CC=C3)C=CC1 (2-[5-[3-(Piperidinomethyl)phenoxy]pentylamino]benzthiazole).